This data is from the Open Reaction Database (ORD), a public repository of structured organic reaction records. The task is: describe an organic reaction: reactants, conditions, products, and yield Starting materials: C1(=CC=C(C=C1)OCC(=O)OCC)C (ethyl 2-(p-tolyloxy)acetate), [OH-].[Na+] (NaOH). The solvent is CCO (EtOH). Conditions: time 30 minute. The product is C1(=CC=C(C=C1)OCC(=O)O)C (2-(p-tolyloxy)acetic acid). As a reaction SMILES: [C:1]1([CH3:14])[CH:6]=[CH:5][C:4]([O:7][CH2:8][C:9]([O:11]CC)=[O:10])=[CH:3][CH:2]=1.[OH-].[Na+]>CCO>[C:1]1([CH3:14])[CH:6]=[CH:5][C:4]([O:7][CH2:8][C:9]([OH:11])=[O:10])=[CH:3][CH:2]=1 |f:1.2|. Procedure details: To a solution of ethyl 2-(p-tolyloxy)acetate (200 mg, 1 mmol) in EtOH (10 ml) was added 10% NaOH solution (10 ml) at 26° C. The mixture was stirred for 30 min, concentrated then water (20 mL) added to it before washing with ethyl acetate (2×20 mL). The aqueous layer was acidified with 2N HCL until pH 3 and extracted with EA (2×20 ml). The organic layer was washed with brine (30 mL), dried over Na2SO4 and concentrated to give the title compound which was used in next step without further purifica...